Dataset: the Open Reaction Database (ORD), a public repository of structured organic reaction records. Task: describe an organic reaction: reactants, conditions, products, and yield Starting materials: FC(S(=O)(=O)OC1=NN(C2=C1C(=NC=C2)OC)C2=C(C=CC=C2F)F)(F)F (1-(2,6-difluorophenyl)-4-methoxy-1H-pyrazolo[4,3-c]pyridin-3-yl trifluoromethanesulfonate), CC1(OB(OC1(C)C)C1=CC=C(C=C1)N1CCOCC1)C (4-(4-(4,4,5,5-tetramethyl-1,3,2-dioxaborolan-2-yl)phenyl)morpholine), C([O-])([O-])=O.[K+].[K+] (potassium carbonate), O (water). The reagents and catalysts are C=1C=CC(=CC1)[P](C=2C=CC=CC2)(C=3C=CC=CC3)[Pd]([P](C=4C=CC=CC4)(C=5C=CC=CC5)C=6C=CC=CC6)([P](C=7C=CC=CC7)(C=8C=CC=CC8)C=9C=CC=CC9)[P](C=1C=CC=CC1)(C=1C=CC=CC1)C=1C=CC=CC1 (tetrakis(triphenylphosphine)palladium(0)). The solvent is CN(C)C=O (DMF). Conditions: temperature 130 celsius, time 1.5 hour. Yields the product FC1=C(C(=CC=C1)F)N1N=C(C=2C(=NC=CC21)OC)C2=CC=C(C=C2)N2CCOCC2 (1-(2,6-difluorophenyl)-4-methoxy-3-(4-(morpholin-4-yl)phenyl)-1H-pyrazolo[4,3-c]pyridine). The yield is 93.0%. RXN SMILES: FC(F)(F)S(O[C:7]1[C:11]2[C:12]([O:16][CH3:17])=[N:13][CH:14]=[CH:15][C:10]=2[N:9]([C:18]2[C:23]([F:24])=[CH:22][CH:21]=[CH:20][C:19]=2[F:25])[N:8]=1)(=O)=O.CC1(C)C(C)(C)OB([C:36]2[CH:41]=[CH:40][C:39]([N:42]3[CH2:47][CH2:46][O:45][CH2:44][CH2:43]3)=[CH:38][CH:37]=2)O1.C(=O)([O-])[O-].[K+].[K+].O>CN(C=O)C.C1C=CC([P]([Pd]([P](C2C=CC=CC=2)(C2C=CC=CC=2)C2C=CC=CC=2)([P](C2C=CC=CC=2)(C2C=CC=CC=2)C2C=CC=CC=2)[P](C2C=CC=CC=2)(C2C=CC=CC=2)C2C=CC=CC=2)(C2C=CC=CC=2)C2C=CC=CC=2)=CC=1>[F:24][C:23]1[CH:22]=[CH:21][CH:20]=[C:19]([F:25])[C:18]=1[N:9]1[C:10]2[CH:15]=[CH:14][N:13]=[C:12]([O:16][CH3:17])[C:11]=2[C:7]([C:36]2[CH:37]=[CH:38][C:39]([N:42]3[CH2:43][CH2:44][O:45][CH2:46][CH2:47]3)=[CH:40][CH:41]=2)=[N:8]1 |f:2.3.4,^1:64,66,85,104|. Procedure details: A mixture of 1-(2,6-difluorophenyl)-4-methoxy-1H-pyrazolo[4,3-c]pyridin-3-yl trifluoromethanesulfonate (250 mg) obtained in Step C of Example 35, 4-(4-(4,4,5,5-tetramethyl-1,3,2-dioxaborolan-2-yl)phenyl)morpholine (265 mg), tetrakis(triphenylphosphine)palladium(0) (35.3 mg) and 2M aqueous potassium carbonate solution (169 mg) in DMF (2 mL) was stirred under microwave irradiation at 130° C. for 1.5 hr. The reaction mixture was added to water, and the filtrate was extracted with ethyl acetate. The... Starting materials: C1CCOC1, C[Si](C)(C)[N-][Si](C)(C)C, CCC(CC)Oc1cc(C)nc(Nc2c(C)cc(C)cc2C)c1NC(=O)CCl, [Li+]. Product: CCC(CC)Oc1cc(C)nc2c1NC(=O)CN2c1c(C)cc(C)cc1C. As a reaction SMILES: [CH2:39]1[O:40][CH2:41][CH2:42][CH2:43]1.[CH3:29][Si:30]([N-:31][Si:32]([CH3:33])([CH3:34])[CH3:35])([CH3:36])[CH3:37].[Cl:1][CH2:2][C:3](=[O:4])[NH:5][c:6]1[c:7]([NH:19][c:20]2[c:21]([CH3:28])[cH:22][c:23]([CH3:27])[cH:24][c:25]2[CH3:26])[n:8][c:9]([CH3:18])[cH:10][c:11]1[O:12][CH:13]([CH2:14][CH3:15])[CH2:16][CH3:17].[Li+:38]>>[CH2:2]1[C:3](=[O:4])[NH:5][c:6]2[c:7]([n:8][c:9]([CH3:18])[cH:10][c:11]2[O:12][CH:13]([CH2:14][CH3:15])[CH2:16][CH3:17])[N:19]1[c:20]1[c:21]([CH3:28])[cH:22][c:23]([CH3:27])[cH:24][c:25]1[CH3:26]. Reactants: CC(=O)O, CO, N=CN, O=[N+]([O-])c1cc(Cl)ccc1Cl, [H][H]. Product: Nc1cc(Cl)ccc1Cl. RXN SMILES: [C:12]([OH:13])(=[O:14])[CH3:15].[CH3:21][OH:22].[CH:16]([NH2:17])=[NH:18].[Cl:1][c:2]1[c:3]([N+:9]([O-:10])=[O:11])[cH:4][c:5]([Cl:8])[cH:6][cH:7]1.[H:19][H:20]>>[Cl:1][c:2]1[c:3]([NH2:9])[cH:4][c:5]([Cl:8])[cH:6][cH:7]1. Starting materials: C(C)OC(=O)C1=C(C=2N(C=3C=CC=CC3C2C(=N1)Br)C1=CC=CC=C1)O (1-bromo-4-hydroxy-5-phenyl-5H-pyrido[4,3-b]indole-3-carboxylic acid ethyl ester), C[Sn](C)(C)C (tetramethyl tin). The reagents and catalysts are Cl[Pd]([P](C1=CC=CC=C1)(C2=CC=CC=C2)C3=CC=CC=C3)([P](C4=CC=CC=C4)(C5=CC=CC=C5)C6=CC=CC=C6)Cl (bis(triphenylphosphine)-palladium(II) dichloride). Yields the product C(C)OC(=O)C1=C(C=2N(C=3C=CC=CC3C2C(=N1)C)C1=CC=CC=C1)O (4-Hydroxy-1-methyl-5-phenyl-5H-pyrido[4,3-b]indole-3-carboxylic acid ethyl ester). As a reaction SMILES: [CH2:1]([O:3][C:4]([C:6]1[N:18]=[C:17](Br)[C:16]2[C:15]3[CH:14]=[CH:13][CH:12]=[CH:11][C:10]=3[N:9]([C:20]3[CH:25]=[CH:24][CH:23]=[CH:22][CH:21]=3)[C:8]=2[C:7]=1[OH:26])=[O:5])[CH3:2].[CH3:27][Sn](C)(C)C>Cl[Pd](Cl)([P](C1C=CC=CC=1)(C1C=CC=CC=1)C1C=CC=CC=1)[P](C1C=CC=CC=1)(C1C=CC=CC=1)C1C=CC=CC=1>[CH2:1]([O:3][C:4]([C:6]1[N:18]=[C:17]([CH3:27])[C:16]2[C:15]3[CH:14]=[CH:13][CH:12]=[CH:11][C:10]=3[N:9]([C:20]3[CH:25]=[CH:24][CH:23]=[CH:22][CH:21]=3)[C:8]=2[C:7]=1[OH:26])=[O:5])[CH3:2] |^1:34,53|. Reported procedure: Prepared in analogy to that of Example 103(b) from 1-bromo-4-hydroxy-5-phenyl-5H-pyrido[4,3-b]indole-3-carboxylic acid ethyl ester, tetramethyl tin, and bis(triphenylphosphine)-palladium(II) dichloride (Pd(PPh3)2Cl2). The title compound, ESI MS (m/z): 347 (M+H)+. The reactants are [OH-].[K+] (KOH), C(C#C)OC1=CC=C2C(C(=C(OC2=C1C(C)=O)C1=CC=CC=C1)C)=O (7-(prop-2-ynyloxy) -8-acetyl-3-methylflavone), C(C1=CC=CC=C1)=O (benzaldehyde), C(C)O (ethanol). Run in O (water). Yields the product CC1=C(OC2=C(C(=CC=C2C1=O)OCC#C)C1(CC=CC=C1)C(C=C)=O)C1=CC=CC=C1 (1-[3-Methyl-7-(Prop-2-ynyloxy)flavon-8-yl]-Phenyl-Propen-1-one). As a reaction SMILES: [OH-].[K+].[CH2:3]([O:6][C:7]1[C:16](C(=O)C)=[C:15]2[C:10]([C:11](=[O:27])[C:12]([CH3:26])=[C:13]([C:20]3[CH:25]=[CH:24][CH:23]=[CH:22][CH:21]=3)[O:14]2)=[CH:9][CH:8]=1)[C:4]#[CH:5].[CH:28](=[O:35])[C:29]1[CH:34]=[CH:33][CH:32]=[CH:31][CH:30]=1.[CH2:36](O)[CH3:37]>O>[CH3:26][C:12]1[C:11](=[O:27])[C:10]2[C:15](=[C:16]([C:29]3([C:28](=[O:35])[CH:36]=[CH2:37])[CH:34]=[CH:33][CH:32]=[CH:31][CH2:30]3)[C:7]([O:6][CH2:3][C:4]#[CH:5])=[CH:8][CH:9]=2)[O:14][C:13]=1[C:20]1[CH:21]=[CH:22][CH:23]=[CH:24][CH:25]=1 |f:0.1|. Reported procedure: A solution of KOH 50% (3 ml) is added to an equimolar solution of 7-(prop-2-ynyloxy) -8-acetyl-3-methylflavone (2.49 g, 0.0075 mol) and benzaldehyde (0.8 g, 0.0075 mol) in ethanol 95%. The addition is performed under energetic stirring at room temperature. The reaction is left under stirring for one night and then diluted with water and acidified; the precipitate is separated by filtration and dried under vacuum. The compound is crystallized by methanol to give 2.8 g of product m.p. 157-59° C., ... Reaction SMILES: [CH2:65]([c:66]1[cH:67][cH:68][cH:69][cH:70][cH:71]1)[CH3:72].[CH2:80]1[O:81][CH2:82][CH2:83][CH2:84]1.[CH3:55][Si:56]([N-:57][Si:58]([CH3:59])([CH3:60])[CH3:61])([CH3:62])[CH3:63].[CH3:85][CH2:86][O:87][C:88]([CH3:89])=[O:90].[Cl-:78].[F:1][c:2]1[n:3][cH:4][c:5]([CH:34]([CH3:35])[N:36]2[CH2:37][CH2:38][N:39]([S:42](=[O:43])(=[O:44])[CH3:45])[CH2:40][CH2:41]2)[cH:6][c:7]1-[c:8]1[n:9][c:10]([N:15]([CH2:16][c:17]2[cH:18][cH:19][c:20]([O:23][CH3:24])[cH:21][cH:22]2)[CH2:25][c:26]2[cH:27][cH:28][c:29]([O:32][CH3:33])[cH:30][cH:31]2)[n:11][c:12]([CH3:14])[n:13]1.[Li+:64].[NH2:46][c:47]1[cH:48][cH:49][c:50]([O:53][CH3:54])[n:51][cH:52]1.[NH4+:79].[O:73]1[CH2:74][CH2:75][CH2:76][CH2:77]1.[OH2:91]>>[c:2]1([NH:46][c:47]2[cH:48][cH:49][c:50]([O:53][CH3:54])[n:51][cH:52]2)[n:3][cH:4][c:5]([CH:34]([CH3:35])[N:36]2[CH2:37][CH2:38][N:39]([S:42](=[O:43])(=[O:44])[CH3:45])[CH2:40][CH2:41]2)[cH:6][c:7]1-[c:8]1[n:9][c:10]([N:15]([CH2:16][c:17]2[cH:18][cH:19][c:20]([O:23][CH3:24])[cH:21][cH:22]2)[CH2:25][c:26]2[cH:27][cH:28][c:29]([O:32][CH3:33])[cH:30][cH:31]2)[n:11][c:12]([CH3:14])[n:13]1. The product is COc1ccc(CN(Cc2ccc(OC)cc2)c2nc(C)nc(-c3cc(C(C)N4CCN(S(C)(=O)=O)CC4)cnc3Nc3ccc(OC)nc3)n2)cc1. The reactants are CCc1ccccc1, C1CCOC1, C[Si](C)(C)[N-][Si](C)(C)C, CCOC(C)=O, [Cl-], COc1ccc(CN(Cc2ccc(OC)cc2)c2nc(C)nc(-c3cc(C(C)N4CCN(S(C)(=O)=O)CC4)cnc3F)n2)cc1, [Li+], COc1ccc(N)cn1, [NH4+], C1CCOC1, O. The reactants are CC(=O)c1ccc(B(O)O)cc1, O=C1CNc2ncc(I)cc2N1Cc1ccccc1. Yields the product CC(=O)c1ccc(-c2cnc3c(c2)N(Cc2ccccc2)C(=O)CN3)cc1. Reaction SMILES: [C:20]([CH3:21])(=[O:22])[c:23]1[cH:24][cH:25][c:26]([B:29]([OH:30])[OH:31])[cH:27][cH:28]1.[CH2:1]([c:2]1[cH:3][cH:4][cH:5][cH:6][cH:7]1)[N:8]1[c:9]2[c:10]([n:15][cH:16][c:17]([I:19])[cH:18]2)[NH:11][CH2:12][C:13]1=[O:14]>>[CH2:1]([c:2]1[cH:3][cH:4][cH:5][cH:6][cH:7]1)[N:8]1[c:9]2[c:10]([n:15][cH:16][c:17](-[c:26]3[cH:25][cH:24][c:23]([C:20]([CH3:21])=[O:22])[cH:28][cH:27]3)[cH:18]2)[NH:11][CH2:12][C:13]1=[O:14]. The reactants are COC(CCBr)OC, Cl, [K+], [K+], O=C([O-])[O-], N#Cc1ncccc1-c1c[nH]c(=O)[nH]c1=O, CN(C)C=O, O. Product: COC(CCn1cc(-c2cccnc2C#N)c(=O)[nH]c1=O)OC. As a reaction SMILES: [Br:24][CH2:25][CH2:26][CH:27]([O:28][CH3:29])[O:30][CH3:31].[ClH:1].[K+:18].[K+:19].[O-:20][C:21]([O-:22])=[O:23].[O:2]=[c:3]1[nH:4][cH:5][c:6](-[c:10]2[c:11]([C:16]#[N:17])[n:12][cH:13][cH:14][cH:15]2)[c:7](=[O:9])[nH:8]1.[O:33]=[CH:34][N:35]([CH3:36])[CH3:37].[OH2:32]>>[O:2]=[c:3]1[n:4]([CH2:25][CH2:26][CH:27]([O:28][CH3:29])[O:30][CH3:31])[cH:5][c:6](-[c:10]2[c:11]([C:16]#[N:17])[n:12][cH:13][cH:14][cH:15]2)[c:7](=[O:9])[nH:8]1.